Task: describe an organic reaction: reactants, conditions, products, and yield. Dataset: the Open Reaction Database (ORD), a public repository of structured organic reaction records The reactants are C(C1=CC=CC=C1)N1CC(C2(CCN(C2=O)C2=CC=C(C=C2)OC(C(F)(F)F)C)CC1)O ((5 SR,6RS)-8-benzyl-6-hydroxy-2-[4-((rac)-2,2,2-trifluoro-1-methyl-ethoxy)-phenyl]-2,8-diaza-spiro[4.5]decan-1-one). Reported procedure: The title compound was prepared in analogy to example 2 step A from a mixture of (5 SR,6RS)-8-benzyl-6-hydroxy-2-[4-((rac)-2,2,2-trifluoro-1-methyl-ethoxy)-phenyl]-2,8-diaza-spiro[4.5]decan-1-one and Pearlman's catalyst under an atmosphere of hydrogen. Light brown solid. MS (ESI): 359.1 (MH+) The reagents and catalysts are [OH-].[OH-].[Pd+2] (Pearlman's catalyst). Product: OC1C2(CCN(C2=O)C2=CC=C(C=C2)OC(C(F)(F)F)C)CCNC1 ((5SR,6RS)-6-Hydroxy-2-[4-((rac)-2,2,2-trifluoro-1-methyl-ethoxy)-phenyl]-2,8-diaza-spiro[4.5]decan-1-one). As a reaction SMILES: C([N:8]1[CH2:31][CH2:30][C:11]2([C:15](=[O:16])[N:14]([C:17]3[CH:22]=[CH:21][C:20]([O:23][CH:24]([CH3:29])[C:25]([F:28])([F:27])[F:26])=[CH:19][CH:18]=3)[CH2:13][CH2:12]2)[CH:10]([OH:32])[CH2:9]1)C1C=CC=CC=1>[OH-].[OH-].[Pd+2]>[OH:32][CH:10]1[CH2:9][NH:8][CH2:31][CH2:30][C:11]21[C:15](=[O:16])[N:14]([C:17]1[CH:22]=[CH:21][C:20]([O:23][CH:24]([CH3:29])[C:25]([F:28])([F:26])[F:27])=[CH:19][CH:18]=1)[CH2:13][CH2:12]2 |f:1.2.3|. Reactants: BrC=1C=CC=C2C(C(NC12)=O)=O (7-bromoisatin), [N+](=O)([O-])C (nitromethane). The solvent is O (water). Reaction conditions: temperature 30 celsius, time 24 hour. Yields the product BrC=1C=CC=C2C(C(NC12)=O)(C[N+](=O)[O-])O (7-bromo-3-hydroxy-3-(nitromethyl)indolin-2-one). RXN SMILES: [Br:1][C:2]1[CH:3]=[CH:4][CH:5]=[C:6]2[C:10]=1[NH:9][C:8](=[O:11])[C:7]2=[O:12].[N+:13]([CH3:16])([O-:15])=[O:14]>O>[Br:1][C:2]1[CH:3]=[CH:4][CH:5]=[C:6]2[C:10]=1[NH:9][C:8](=[O:11])[C:7]2([OH:12])[CH2:16][N+:13]([O-:15])=[O:14]. Reported procedure: 7-bromoisatin (0.113 g) and nitromethane (0.15 ml) were added to water and the reaction mixture was vigorously stirred at a temperature of 30° C. for 24 hours. The obtained product was extracted with ethyl acetate and purified by silica gel column chromatography using ethyl acetate/hexane as eluents to afford pure product. Reactants: NC(=CC(C)=O)C (4-Amino-3-penten-2-one), C1(CC(CCC1)=O)=O (1,3-cyclohexanedione), [N+](=O)([O-])C=1C=C(C=O)C=CC1 (3-nitrobenzaldehyde). Solvent: C(C)O (ethanol). Yields the product C(C)(=O)C1=C(NC=2CCCC(C2C1C1=CC(=CC=C1)[N+](=O)[O-])=O)C (3-Acetyl-2-methyl-4-(3-nitrophenyl)-4,6,7,8-tetrahydro-5(1H)-quinolone). Yield: 40.2%. Reaction SMILES: [NH2:1][C:2]([CH3:7])=[CH:3][C:4](=[O:6])[CH3:5].[C:8]1(=[O:15])[CH2:13][CH2:12][CH2:11][C:10](=O)[CH2:9]1.[N+:16]([C:19]1[CH:20]=[C:21]([CH:24]=[CH:25][CH:26]=1)[CH:22]=O)([O-:18])=[O:17]>C(O)C>[C:4]([C:3]1[CH:22]([C:21]2[CH:24]=[CH:25][CH:26]=[C:19]([N+:16]([O-:18])=[O:17])[CH:20]=2)[C:13]2[C:8](=[O:15])[CH2:9][CH2:10][CH2:11][C:12]=2[NH:1][C:2]=1[CH3:7])(=[O:6])[CH3:5]. Reported procedure: 4-Amino-3-penten-2-one (2.00 g), 1,3-cyclohexanedione (2.30 g), and 3-nitrobenzaldehyde (3.08 g) were combined in ethanol (180 mL) and heated at reflux for 5 hours. A yellow solid formed upon cooling to ambient temperature. The solid was purified by trituration with hot ethyl acetate/ethanol to yield the title compound (2.65 g) as a yellow solid; mp >250° C.; NMR: 1.67-1.97 (m,2, CH2), 2.13 (s,3, CH3), 2.22 (m,2, CH2), 2.35 (s,3, CH3), 2.47 (m,2, CH2), 5.11 (s,1, CH), 7.52 (m, 1, Ar), 7.60 (d,1,... Starting materials: C1CCOC1, OCC1CC1, [H-], CCCC[Sn](CI)(CCCC)CCCC, [Na+]. The product is CCCC[Sn](CCCC)(CCCC)COCC1CC1. RXN SMILES: [CH2:23]1[O:24][CH2:25][CH2:26][CH2:27]1.[CH:1]1([CH2:4][OH:5])[CH2:2][CH2:3]1.[H-:6].[I:8][CH2:9][Sn:10]([CH2:11][CH2:12][CH2:13][CH3:14])([CH2:15][CH2:16][CH2:17][CH3:18])[CH2:19][CH2:20][CH2:21][CH3:22].[Na+:7]>>[CH:1]1([CH2:4][O:5][CH2:9][Sn:10]([CH2:11][CH2:12][CH2:13][CH3:14])([CH2:15][CH2:16][CH2:17][CH3:18])[CH2:19][CH2:20][CH2:21][CH3:22])[CH2:2][CH2:3]1. Reactants: Cc1cccc(C(O)c2cncn2C(c2ccccc2)(c2ccccc2)c2ccccc2)c1C, ClCCl, O=[Mn]=O. Product: Cc1cccc(C(=O)c2cncn2C(c2ccccc2)(c2ccccc2)c2ccccc2)c1C. RXN SMILES: [CH3:1][c:2]1[c:3]([CH:9]([OH:10])[c:11]2[cH:12][n:13][cH:14][n:15]2[C:16]([c:17]2[cH:18][cH:19][cH:20][cH:21][cH:22]2)([c:23]2[cH:24][cH:25][cH:26][cH:27][cH:28]2)[c:29]2[cH:30][cH:31][cH:32][cH:33][cH:34]2)[cH:4][cH:5][cH:6][c:7]1[CH3:8].[Cl:35][CH2:36][Cl:37].[O:38]=[Mn:39]=[O:40]>>[CH3:1][c:2]1[c:3]([C:9](=[O:10])[c:11]2[cH:12][n:13][cH:14][n:15]2[C:16]([c:17]2[cH:18][cH:19][cH:20][cH:21][cH:22]2)([c:23]2[cH:24][cH:25][cH:26][cH:27][cH:28]2)[c:29]2[cH:30][cH:31][cH:32][cH:33][cH:34]2)[cH:4][cH:5][cH:6][c:7]1[CH3:8]. The yield is 99.4%. Product: FC1=C(C=CC(=C1)F)NC(N(CC(C1=CC=CC=C1)C1=CC=CC=C1)CC1=CC=CC=C1)=O (N'-(2,4-difluorophenyl)-N-benzyl-N-[(2,2-diphenyl)ethyl]urea). Procedure details: To a solution of N-benzyl-2,2-diphenyl ethyl amine (1.5 g, 0.005 mol) in 100 mL ethyl acetate was added 2,4-difluorophenyl isocyanate (0.8 g, 0.005 mol). The mixture was stirred for 20 hours at room temperature and then concentrated under vacuum. The residue was taken up in hexane. The solid suspension was filtered and oven-dried, affording 2.2 g of a fine white powder, mp 120-123° C. The reactants are C(C1=CC=CC=C1)NCC(C1=CC=CC=C1)C1=CC=CC=C1 (N-benzyl-2,2-diphenyl ethyl amine), FC1=C(C=CC(=C1)F)N=C=O (2,4-difluorophenyl isocyanate). RXN SMILES: [CH2:1]([NH:8][CH2:9][CH:10]([C:17]1[CH:22]=[CH:21][CH:20]=[CH:19][CH:18]=1)[C:11]1[CH:16]=[CH:15][CH:14]=[CH:13][CH:12]=1)[C:2]1[CH:7]=[CH:6][CH:5]=[CH:4][CH:3]=1.[F:23][C:24]1[CH:29]=[C:28]([F:30])[CH:27]=[CH:26][C:25]=1[N:31]=[C:32]=[O:33]>C(OCC)(=O)C>[F:23][C:24]1[CH:29]=[C:28]([F:30])[CH:27]=[CH:26][C:25]=1[NH:31][C:32](=[O:33])[N:8]([CH2:1][C:2]1[CH:3]=[CH:4][CH:5]=[CH:6][CH:7]=1)[CH2:9][CH:10]([C:11]1[CH:12]=[CH:13][CH:14]=[CH:15][CH:16]=1)[C:17]1[CH:22]=[CH:21][CH:20]=[CH:19][CH:18]=1. Reaction conditions: time 20 hour. The solvent is C(C)(=O)OCC (ethyl acetate).